Dataset: the Open Reaction Database (ORD), a public repository of structured organic reaction records. Task: describe an organic reaction: reactants, conditions, products, and yield Reactants: C1CCNCC1, COCCCOc1ccccc1C(=O)NCC(CC(NC(=O)OC(C)(C)C)C1CO1)C(C)C, CC(C)O. Product: COCCCOc1ccccc1C(=O)NCC(CC(NC(=O)OC(C)(C)C)C(O)CN1CCCCC1)C(C)C. Reaction SMILES: [CH2:34]1[CH2:35][CH2:36][NH:37][CH2:38][CH2:39]1.[CH3:1][O:2][CH2:3][CH2:4][CH2:5][O:6][c:7]1[c:8]([C:9](=[O:10])[NH:11][CH2:12][CH:13]([CH2:14][CH:15]([CH:16]2[O:17][CH2:18]2)[NH:19][C:20]([O:21][C:22]([CH3:23])([CH3:24])[CH3:25])=[O:26])[CH:27]([CH3:28])[CH3:29])[cH:30][cH:31][cH:32][cH:33]1.[CH:40]([OH:41])([CH3:42])[CH3:43]>>[CH3:1][O:2][CH2:3][CH2:4][CH2:5][O:6][c:7]1[c:8]([C:9](=[O:10])[NH:11][CH2:12][CH:13]([CH2:14][CH:15]([CH:16]([OH:17])[CH2:18][N:37]2[CH2:36][CH2:35][CH2:34][CH2:39][CH2:38]2)[NH:19][C:20]([O:21][C:22]([CH3:23])([CH3:24])[CH3:25])=[O:26])[CH:27]([CH3:28])[CH3:29])[cH:30][cH:31][cH:32][cH:33]1. The reactants are OC(=S)c1ccccc1, COc1ccc2cc(C(Cl)C(=O)O)ccc2c1, [K+], [OH-]. Yields the product COc1ccc2cc(C(SC(=O)c3ccccc3)C(=O)O)ccc2c1. RXN SMILES: [C:3]([c:4]1[cH:5][cH:6][cH:7][cH:8][cH:9]1)(=[S:10])[OH:11].[Cl:12][CH:13]([C:14](=[O:15])[OH:16])[c:17]1[cH:18][c:19]2[cH:20][cH:21][c:22]([O:27][CH3:28])[cH:23][c:24]2[cH:25][cH:26]1.[K+:2].[OH-:1]>>[C:3]([c:4]1[cH:5][cH:6][cH:7][cH:8][cH:9]1)([S:10][CH:13]([C:14](=[O:15])[OH:16])[c:17]1[cH:18][c:19]2[cH:20][cH:21][c:22]([O:27][CH3:28])[cH:23][c:24]2[cH:25][cH:26]1)=[O:11].